This data is from the Open Reaction Database (ORD), a public repository of structured organic reaction records. The task is: describe an organic reaction: reactants, conditions, products, and yield Reactants: O=[N+]([O-])c1c(Cl)ncc(Br)c1Cl, C1COCCO1, N. The product is Nc1c(Br)cnc(Cl)c1[N+](=O)[O-]. RXN SMILES: [Br:1][c:2]1[c:3]([Cl:12])[c:4]([N+:9](=[O:10])[O-:11])[c:5]([Cl:8])[n:6][cH:7]1.[CH2:14]1[O:15][CH2:16][CH2:17][O:18][CH2:19]1.[NH3:13]>>[Br:1][c:2]1[c:3]([NH2:13])[c:4]([N+:9](=[O:10])[O-:11])[c:5]([Cl:8])[n:6][cH:7]1. The reactants are OCCCN1CCN(CC1)C=O (4-(3-hydroxypropyl)-1-piperazinecarboxaldehyde). Solvent: CO (methanol), Cl (hydrogen chloride). Product: N1(CCNCC1)CCCO (3-(piperazin-1-yl)propan-1-ol). Isolated yield 63.1%. As a reaction SMILES: [OH:1][CH2:2][CH2:3][CH2:4][N:5]1[CH2:10][CH2:9][N:8](C=O)[CH2:7][CH2:6]1>CO.Cl>[N:5]1([CH2:4][CH2:3][CH2:2][OH:1])[CH2:10][CH2:9][NH:8][CH2:7][CH2:6]1. Reported procedure: A solution of 4-(3-hydroxypropyl)-1-piperazinecarboxaldehyde (4.45 g) in methanol (10 ml) and 4N aqueous hydrogen chloride (15 ml) was stirred at ambient temperature for 3 hours. The volatiles were removed under vacuum and the residue was partitioned between trichloromethane and aqueous sodium hydroxide (40%). The organic layer was separated, washed with brine, dried (MgSO4) and evaporated to give 3-(piperazin-1-yl)propan-1-ol (2.35 g).